Dataset: the Open Reaction Database (ORD), a public repository of structured organic reaction records. Task: describe an organic reaction: reactants, conditions, products, and yield As a reaction SMILES: [NH2:1][C:2]1[CH:3]=[CH:4][C:5]2[O:11][CH2:10][CH2:9][N:8]([CH2:12][C:13]([NH:15][C@@H:16]([CH2:29][C:30]([OH:32])=[O:31])[C:17]([NH:19][C:20]3[CH:28]=[CH:27][CH:26]=[CH:25][C:21]=3[C:22]([OH:24])=[O:23])=[O:18])=[O:14])[C:7](=[O:33])[C:6]=2[CH:34]=1.[CH2:35]([N:42]=[C:43]=[O:44])[C:36]1[CH:41]=[CH:40][CH:39]=[CH:38][CH:37]=1>>[CH2:35]([NH:42][C:43](=[O:44])[NH:1][C:2]1[CH:3]=[CH:4][C:5]2[O:11][CH2:10][CH2:9][N:8]([CH2:12][C:13]([NH:15][C@@H:16]([CH2:29][C:30]([OH:32])=[O:31])[C:17]([NH:19][C:20]3[CH:28]=[CH:27][CH:26]=[CH:25][C:21]=3[C:22]([OH:24])=[O:23])=[O:18])=[O:14])[C:7](=[O:33])[C:6]=2[CH:34]=1)[C:36]1[CH:41]=[CH:40][CH:39]=[CH:38][CH:37]=1. Procedure details: Treatment of (S)-2-[2-[2-(7-amino-5-oxo-2,3-dihydro-5H-benzo[f][1,4]oxazepin-4-yl)-acetylamino]-3-carboxy-propionylamino]-benzoic acid with benzylisocyanate as described in Example 1 d), gave (S)-2-[2-[2-[7-(3-benzyl-ureido)-5-oxo-2,3-dihydro-5-H-benzo[f][1,4]oxazepin-4-yl]-acetylamino]-3-carboxy-propionylamino]-benzoic acid as acetate salt: mp. 166° C. (dec.); MS (ISP): 604 (M+1)+. Starting materials: NC=1C=CC2=C(C(N(CCO2)CC(=O)N[C@H](C(=O)NC2=C(C(=O)O)C=CC=C2)CC(=O)O)=O)C1 ((S)-2-[2-[2-(7-amino-5-oxo-2,3-dihydro-5H-benzo[f][1,4]oxazepin-4-yl)-acetylamino]-3-carboxy-propionylamino]-benzoic acid), C(C1=CC=CC=C1)N=C=O (benzylisocyanate). Yields the product C(C1=CC=CC=C1)NC(NC=1C=CC2=C(C(N(CCO2)CC(=O)N[C@H](C(=O)NC2=C(C(=O)O)C=CC=C2)CC(=O)O)=O)C1)=O ((S)-2-[2-[2-[7-(3-benzyl-ureido)-5-oxo-2,3-dihydro-5-H-benzo[f][1,4]oxazepin-4-yl]-acetylamino]-3-carboxy-propionylamino]-benzoic acid), acetate salt. Reactants: ice, C(=O)(O)COP(=O)(O)CNC(=O)OCOC(C(C)C)=O (2-methylpropanoic acid (carboxymethylphosphonomethylcarbamoyloxy)-methyl ester), C(C)(C)N (isopropylamine). Run in CC(=O)C (acetone). Reaction conditions: time 15 minute. The product is C(C)(C)N.C(=O)(O)COP(=O)(O)CNC(=O)OCOC(C(C)C)=O (2-Methylpropanoic acid (carboxymethylphosphonomethyl carbamoyloxy)-methyl ester-isopropylamine salt). Isolated yield 90.8%. As a reaction SMILES: [C:1]([CH2:4][O:5][P:6]([CH2:9][NH:10][C:11]([O:13][CH2:14][O:15][C:16](=[O:20])[CH:17]([CH3:19])[CH3:18])=[O:12])([OH:8])=[O:7])([OH:3])=[O:2].[CH:21]([NH2:24])([CH3:23])[CH3:22]>CC(C)=O>[CH:21]([NH2:24])([CH3:23])[CH3:22].[C:1]([CH2:4][O:5][P:6]([CH2:9][NH:10][C:11]([O:13][CH2:14][O:15][C:16](=[O:20])[CH:17]([CH3:18])[CH3:19])=[O:12])([OH:8])=[O:7])([OH:3])=[O:2] |f:3.4|. Reported procedure: To a stirred ice cold solution of 2-methylpropanoic acid (carboxymethylphosphonomethylcarbamoyloxy)-methyl ester (14.1 g, 43.8 mmol) in 80 mL of acetone was added isopropylamine (3.71 mL, 43.8 mmol). After 15 min of stirring the solvent was removed was removed under vacuum. The solid was washed with diethyl ether and subsequently dried under vacuum to afford 14.8 g of a tannish solid. 1H-NMR (300 MHz, D2O) δ (ppm): 1.01 (dd, 6H), 1.16 (d, 6H), 2.51 (m, 1H), 3.35 (m, 1H), 3.47 (d, 2H), 4.09 (d, 2... Reactants: C=1C=C(OC1)CNC2=C3C(N=CN3)=NC=N2 (Kinetin), C(=O)([O-])[O-].[K+].[K+] (K2CO3), BrCCBr (1,2-Dibromoethane). Run in CN(C=O)C (dimethylformamide). Yields the product C(C1=CC=CO1)NC1=C2N=CN(C2=NC=N1)CCBr (6-furfurylamino-9-(2-bromoethyl)purine). Yield: 60.0%. RXN SMILES: [CH:1]1[CH:2]=[C:3]([CH2:6][NH:7][C:8]2[N:16]=[CH:15][N:14]=[C:10]3[N:11]=[CH:12][NH:13][C:9]=23)[O:4][CH:5]=1.C([O-])([O-])=O.[K+].[K+].[Br:23][CH2:24][CH2:25]Br>CN(C)C=O>[CH2:6]([NH:7][C:8]1[N:16]=[CH:15][N:14]=[C:10]2[C:9]=1[N:13]=[CH:12][N:11]2[CH2:25][CH2:24][Br:23])[C:3]1[O:4][CH:5]=[CH:1][CH:2]=1 |f:1.2.3|. Procedure details: Kinetin (2 g, 9.3 mmol) and K2CO3 (2.4 g, 23 mmol) were mixed in 100 ml dimethylformamide (DMF). 1,2-Dibromoethane (5.2 g, 27.6 mmol) was added to the reaction mixture and then it was mixed at room temperature for 12 h, humidity was regulated by CaCl2 tube. Solvent was evaporated to dryness in vacuo to yellow solid and then 100 g ice was added. The mixture was shaken at least 1 h to until a white precipitate was formed. The solid was filtered off, washed with water and dried at 50° C. The produc...